describe an organic reaction: reactants, conditions, products, and yield From a dataset of the Open Reaction Database (ORD), a public repository of structured organic reaction records. Reactants: BrCC1=NOC2=C1C=CC=C2 (3-bromomethyl-1,2-benzisoxazole), N1N=CN=C1 (1,2,4-triazole). Yields the product N1(N=CN=C1)CC1=NOC2=C1C=CC=C2 (3-[(1H-1,2,4-triazol-1-yl)methyl]-1,2-benzisoxazole). RXN SMILES: Br[CH2:2][C:3]1[C:7]2[CH:8]=[CH:9][CH:10]=[CH:11][C:6]=2[O:5][N:4]=1.[NH:12]1[CH:16]=[N:15][CH:14]=[N:13]1>>[N:12]1([CH2:2][C:3]2[C:7]3[CH:8]=[CH:9][CH:10]=[CH:11][C:6]=3[O:5][N:4]=2)[CH:16]=[N:15][CH:14]=[N:13]1. Procedure details: Similarly condensation of 3-bromomethyl-1,2-benzisoxazole with 1,2,4-triazole affords 3-[(1H-1,2,4-triazol-1-yl)methyl]-1,2-benzisoxazole, m.p. 102-104° C. The reactants are C(C)(C)(C)OC(=O)N1CCC(CC1)OC1=C(C(=O)NC2=C(C(=O)NC3=NC=C(C=C3)Cl)C=C(C=C2)F)C=CC(=C1)OCOC (2-[2-(1-tert-Butoxycarbonylpiperidin-4-yloxy)-4-(methoxymethoxy)benzoyl-amino]-N-(5-chloropyridin-2-yl)-5-fluorobenzamide), Cl (HCl). Run in O1CCOCC1 (dioxane), CO (methanol). Conditions: time 2 hour. Product: ClC=1C=CC(=NC1)NC(C1=C(C=CC(=C1)F)NC(C1=C(C=C(C=C1)O)OC1CCNCC1)=O)=O (N-(5-Chloropyridin-2-yl)-5-fluoro-2-[4-hydroxy-2-(piperidin-4-yloxy)benzoyl-amino]benzamide). RXN SMILES: C(OC([N:8]1[CH2:13][CH2:12][CH:11]([O:14][C:15]2[CH:40]=[C:39]([O:41]COC)[CH:38]=[CH:37][C:16]=2[C:17]([NH:19][C:20]2[CH:35]=[CH:34][C:33]([F:36])=[CH:32][C:21]=2[C:22]([NH:24][C:25]2[CH:30]=[CH:29][C:28]([Cl:31])=[CH:27][N:26]=2)=[O:23])=[O:18])[CH2:10][CH2:9]1)=O)(C)(C)C.Cl>CO.O1CCOCC1>[Cl:31][C:28]1[CH:29]=[CH:30][C:25]([NH:24][C:22](=[O:23])[C:21]2[CH:32]=[C:33]([F:36])[CH:34]=[CH:35][C:20]=2[NH:19][C:17](=[O:18])[C:16]2[CH:37]=[CH:38][C:39]([OH:41])=[CH:40][C:15]=2[O:14][CH:11]2[CH2:12][CH2:13][NH:8][CH2:9][CH2:10]2)=[N:26][CH:27]=1. Procedure details: 2-[2-(1-tert-Butoxycarbonylpiperidin-4-yloxy)-4-(methoxymethoxy)benzoyl-amino]-N-(5-chloropyridin-2-yl)-5-fluorobenzamide (6.70 g, 10.7 mmol) was suspended in methanol (18 mL). 4 N HCl in dioxane (35 mL) was added and the resulting solution stirred at room temperature under nitrogen for 2 h. The reaction was cooled to 0° C. and cautiously quenched with saturated aqueous sodium bicarbonate. The resulting precipitate was collected and dried in a vacuum oven to give a quantitative yield of the titl... Starting materials: N1CCCCC1 (piperidine), C(C)(C)N(CC)C(C)C (diisopropylethyl amine), FC1=CC=C(C=C1)S(=O)(=O)Cl (p-fluorobenzenesulfonyl chloride). The solvent is C1CCOC1 (THF). Product: FC1=CC=C(C=C1)S(=O)(=O)N1CCCCC1 (1-[(4-Fluorophenyl)sulfonyl]piperidine). Reaction SMILES: [NH:1]1[CH2:6][CH2:5][CH2:4][CH2:3][CH2:2]1.C(N(C(C)C)CC)(C)C.[F:16][C:17]1[CH:22]=[CH:21][C:20]([S:23](Cl)(=[O:25])=[O:24])=[CH:19][CH:18]=1>C1COCC1>[F:16][C:17]1[CH:22]=[CH:21][C:20]([S:23]([N:1]2[CH2:6][CH2:5][CH2:4][CH2:3][CH2:2]2)(=[O:25])=[O:24])=[CH:19][CH:18]=1. Procedure details: A solution of piperidine (5.64 g, 66 mmol), diisopropylethyl amine (1 3.64 mL, 78 mmol), and p-fluorobenzenesulfonyl chloride (13.64 mL, 78 mmol) in THF at 0° C. was stirred for 2 hours at ambient temperature. The solvent was removed in vacuo and the crude reaction mixture was partitioned between ethyl acetate and water. The organic layer was washed with aqueous HCl, and brine. It was dried over sodium sulfate, and filtered. Removal of the solvent gave near quantitative yield of the title compou...